From a dataset of the Open Reaction Database (ORD), a public repository of structured organic reaction records. describe an organic reaction: reactants, conditions, products, and yield The reactants are Br/C=C/c1ccc(OC)cc1, Cl[C@H](C)c1ccc(OC(F)(F)F)cc1. Reagents/catalysts: [Na+].[I-], Cl[Ni]Cl.COCCOC, C1(C2(C3=N[C@H](c4ccccc4C5)[C@H]5O3)CC2)=N[C@H]6[C@H](Cc7ccccc76)O1. Solvent: CC(N(C)C)=O. Conditions: temperature 0 celsius, time 3.25 hour. Yields the product COc1ccc(/C=C/[C@H](C)c2ccc(OC(F)(F)F)cc2)cc1. Yield: 79.0%.